Dataset: the Open Reaction Database (ORD), a public repository of structured organic reaction records. Task: describe an organic reaction: reactants, conditions, products, and yield Starting materials: C1CCOC1, CCN, O=Cc1cncs1. The product is CCNCc1cncs1. Reaction SMILES: [CH2:11]1[O:12][CH2:13][CH2:14][CH2:15]1.[CH3:8][CH2:9][NH2:10].[s:1]1[cH:2][n:3][cH:4][c:5]1[CH:6]=[O:7]>>[s:1]1[cH:2][n:3][cH:4][c:5]1[CH2:6][NH:10][CH2:9][CH3:8]. The reactants are O (water), C1(=CC=CC=C1)COC(NCCC1=CNC2=CC=C(C=C12)CNS(=O)(=O)C)=O (phenylmethyl[2-[5-[[(methylsulphonyl)amino]methyl]-1H-indol-3-yl]ethyl]carbamate), [H-].[Al+3].[Li+].[H-].[H-].[H-] (lithium aluminium hydride), C(C)(=O)OCC (ethyl acetate). Run in C1CCOC1 (THF), C1CCOC1 (THF), C1CCOC1 (THF). The product is CNCCC1=CNC2=CC=C(C=C12)CNS(=O)(=O)C (N-[[3-[2-(Methylamino)ethyl]-1H-indol-5-yl]methyl]methanesulphonamide). The yield is 107.0%. RXN SMILES: C1(CO[C:9](=O)[NH:10][CH2:11][CH2:12][C:13]2[C:21]3[C:16](=[CH:17][CH:18]=[C:19]([CH2:22][NH:23][S:24]([CH3:27])(=[O:26])=[O:25])[CH:20]=3)[NH:15][CH:14]=2)C=CC=CC=1.[H-].[Al+3].[Li+].[H-].[H-].[H-].O.C(OCC)(=O)C>C1COCC1>[CH3:9][NH:10][CH2:11][CH2:12][C:13]1[C:21]2[C:16](=[CH:17][CH:18]=[C:19]([CH2:22][NH:23][S:24]([CH3:27])(=[O:25])=[O:26])[CH:20]=2)[NH:15][CH:14]=1 |f:1.2.3.4.5.6|. Procedure details: A solution of phenylmethyl[2-[5-[[(methylsulphonyl)amino]methyl]-1H-indol-3-yl]ethyl]carbamate (0.02 g) in dry THF (1 ml) was added to a stirred suspension of lithium aluminium hydride (0.1 g) in THF (2 ml) and the mixture was refluxed under nitrogen for 3 h. The mixture was cooled and excess reagent was decomposed by the addition of 10% water in THF. Salt and ethyl acetate (20 ml) were added and the organic layer was dried (Na2SO4) and evaporated in vacuo to leave the title compound as a brown ... The reactants are C(C1=CC=CC=C1)(=O)OCCOC=1C=NC=CC1CNC(CN1N=CC(=C(C1=O)Cl)N[C@H]1[C@@H]([C@@H]2C([C@H](C1)C2)(C)C)C)=O (2-({4-[({[5-Chloro-6-oxo-4-{[(1R,2R,3R,5S)-2,6,6-trimethylbicyclo[3.1.1]hept-3-yl]amino}pyridazin-1(6H)-yl]acetyl}amino)methyl]pyridin-3-yl}oxy)ethyl benzoate), [OH-].[Na+] (sodium hydroxide). The solvent is CO (methanol). Reaction conditions: time 1 hour. Yields the product ClC1=C(C=NN(C1=O)CC(=O)NCC1=C(C=NC=C1)OCCO)N[C@H]1[C@@H]([C@@H]2C([C@H](C1)C2)(C)C)C (2-[5-Chloro-6-oxo-4-{[(1R,2R,3R,5S)-2,6,6-trimethylbicyclo[3.1.1]hept-3-yl]amino}pyridazin-1(6H)-yl]-N-{[3-(2-hydroxyethoxy)pyridin-4-yl]methyl}acetamide). Isolated yield 100.5%. RXN SMILES: C([O:9][CH2:10][CH2:11][O:12][C:13]1[CH:14]=[N:15][CH:16]=[CH:17][C:18]=1[CH2:19][NH:20][C:21](=[O:42])[CH2:22][N:23]1[C:28](=[O:29])[C:27]([Cl:30])=[C:26]([NH:31][C@@H:32]2[CH2:37][C@@H:36]3[CH2:38][C@@H:34]([C:35]3([CH3:40])[CH3:39])[C@H:33]2[CH3:41])[CH:25]=[N:24]1)(=O)C1C=CC=CC=1.[OH-].[Na+]>CO>[Cl:30][C:27]1[C:28](=[O:29])[N:23]([CH2:22][C:21]([NH:20][CH2:19][C:18]2[CH:17]=[CH:16][N:15]=[CH:14][C:13]=2[O:12][CH2:11][CH2:10][OH:9])=[O:42])[N:24]=[CH:25][C:26]=1[NH:31][C@@H:32]1[CH2:37][C@@H:36]2[CH2:38][C@@H:34]([C:35]2([CH3:40])[CH3:39])[C@H:33]1[CH3:41] |f:1.2|. Reported procedure: 2-({4-[({[5-Chloro-6-oxo-4-{[(1R,2R,3R,5S)-2,6,6-trimethylbicyclo[3.1.1]hept-3-yl]amino}pyridazin-1(6H)-yl]acetyl}amino)methyl]pyridin-3-yl}oxy)ethyl benzoate (23.8 mg, 0.04 mmol) in methanol (2 mL) was mixed with 1 M aqueous sodium hydroxide (0.12 mL, 0.12 mmol) at room temperature and stirred at room temperature for 1 hour. After completion of the reaction, the reaction solution was evaporated azeotropically with ethanol, and the resulting residue was purified by silica gel chromatography (eth... Reactants: ClCCl, CC(C)N1CCC(C(=O)O)CC1, COC(=O)c1ccc(C(=O)Nc2ccc(Cl)cn2)c(N)c1, [Na+], [OH-], O, O=S(Cl)Cl, c1ccncc1. Yields the product COC(=O)c1ccc(C(=O)Nc2ccc(Cl)cn2)c(NC(=O)C2CCN(C(C)C)CC2)c1. Reaction SMILES: [CH2:40]([Cl:41])[Cl:42].[CH:1]([CH3:2])([CH3:3])[N:4]1[CH2:5][CH2:6][CH:7]([C:10](=[O:11])[OH:12])[CH2:8][CH2:9]1.[NH2:17][c:18]1[c:19]([C:20](=[O:21])[NH:22][c:23]2[n:24][cH:25][c:26]([Cl:29])[cH:27][cH:28]2)[cH:30][cH:31][c:32]([C:34](=[O:35])[O:36][CH3:37])[cH:33]1.[Na+:39].[OH-:38].[OH2:43].[S:13]([Cl:14])([Cl:15])=[O:16].[cH:44]1[cH:45][cH:46][n:47][cH:48][cH:49]1>>[CH:1]([CH3:2])([CH3:3])[N:4]1[CH2:5][CH2:6][CH:7]([C:10](=[O:12])[NH:17][c:18]2[c:19]([C:20](=[O:21])[NH:22][c:23]3[n:24][cH:25][c:26]([Cl:29])[cH:27][cH:28]3)[cH:30][cH:31][c:32]([C:34](=[O:35])[O:36][CH3:37])[cH:33]2)[CH2:8][CH2:9]1. The reactants are O=[N+]([O-])c1ccc(Cl)c(S(=O)(=O)NCc2ccccc2)c1O, CCOC(C)=O. The product is Nc1ccc(Cl)c(S(=O)(=O)NCc2ccccc2)c1O. Reaction SMILES: [CH2:1]([c:2]1[cH:3][cH:4][cH:5][cH:6][cH:7]1)[NH:8][S:9](=[O:10])(=[O:11])[c:12]1[c:13]([OH:22])[c:14]([N+:19]([O-:20])=[O:21])[cH:15][cH:16][c:17]1[Cl:18].[CH3:23][CH2:24][O:25][C:26](=[O:27])[CH3:28]>>[CH2:1]([c:2]1[cH:3][cH:4][cH:5][cH:6][cH:7]1)[NH:8][S:9](=[O:10])(=[O:11])[c:12]1[c:13]([OH:22])[c:14]([NH2:19])[cH:15][cH:16][c:17]1[Cl:18]. Starting materials: ClC1=CC=C(C=C1)C1=CC=C(C=C1)S(=O)(=O)N[C@@H](C(=O)O)CCCN1C(C2=CC=CC=C2C1=O)=O ((2R)-(4′-chlorobiphenyl-4-sulfonylamino)-5-(1,3-dioxo-1,3-dihydroisoindol-2-yl)pentanoic acid), ClC1=CC=C(C=C1)C1=CC=C(C=C1)S(=O)(=O)N[C@@H](C(=O)O)CCCN1C(C2=CC=CC=C2C1=O)=O ((2R)-(4′-chlorobiphenyl-4-sulfonylamino)-5-(1,3-dioxo-1,3-dihydroisoindol-2-yl)pentanoic acid), CN1CCOCC1 (NMM), ON1N=NC2=C1N=CC=C2 (1-hydroxy-7-azabenzotriazole), Cl.CN(CCCN=C=NCC)C (1-(3-dimethylaminopropyl)-3-ethylcarbodiimide hydrochloride), C(C1=CC=CC=C1)(C1=CC=CC=C1)(C1=CC=CC=C1)ON (O-tritylhydroxylamine). Solvent: ClCCl (dichloromethane). Reaction conditions: time 30 minute. The product is C(C1=CC=CC=C1)(C1=CC=CC=C1)(C1=CC=CC=C1)ONC([C@@H](CCCN1C(C2=CC=CC=C2C1=O)=O)NS(=O)(=O)C1=CC=C(C=C1)C1=CC=C(C=C1)Cl)=O ((2R)-(4′-chlorobiphenyl-4-sulfonylamino)-5-(1,3-dioxo-1,3-dihydroisoindol-2-yl)pentanoic acid O-tritylhydroxyamide). Yield: 64.0%. As a reaction SMILES: [Cl:1][C:2]1[CH:7]=[CH:6][C:5]([C:8]2[CH:13]=[CH:12][C:11]([S:14]([NH:17][C@H:18]([CH2:22][CH2:23][CH2:24][N:25]3[C:33](=[O:34])[C:32]4[C:27](=[CH:28][CH:29]=[CH:30][CH:31]=4)[C:26]3=[O:35])[C:19]([OH:21])=O)(=[O:16])=[O:15])=[CH:10][CH:9]=2)=[CH:4][CH:3]=1.CN1CCOCC1.ON1C2N=CC=CC=2N=N1.Cl.CN(C)CCCN=C=NCC.[C:65]([O:84][NH2:85])([C:78]1[CH:83]=[CH:82][CH:81]=[CH:80][CH:79]=1)([C:72]1[CH:77]=[CH:76][CH:75]=[CH:74][CH:73]=1)[C:66]1[CH:71]=[CH:70][CH:69]=[CH:68][CH:67]=1>ClCCl>[C:65]([O:84][NH:85][C:19](=[O:21])[C@H:18]([NH:17][S:14]([C:11]1[CH:12]=[CH:13][C:8]([C:5]2[CH:4]=[CH:3][C:2]([Cl:1])=[CH:7][CH:6]=2)=[CH:9][CH:10]=1)(=[O:15])=[O:16])[CH2:22][CH2:23][CH2:24][N:25]1[C:26](=[O:35])[C:27]2[C:32](=[CH:31][CH:30]=[CH:29][CH:28]=2)[C:33]1=[O:34])([C:72]1[CH:73]=[CH:74][CH:75]=[CH:76][CH:77]=1)([C:78]1[CH:83]=[CH:82][CH:81]=[CH:80][CH:79]=1)[C:66]1[CH:71]=[CH:70][CH:69]=[CH:68][CH:67]=1 |f:3.4|. Procedure: A solution of the title compound of Example 1, (2R)-(4′-chlorobiphenyl-4-sulfonylamino)-5-(1,3-dioxo-1,3-dihydroisoindol-2-yl)pentanoic acid (304 mg, 0.593 mmol) and NMM (0.330 mL, 3.00 mmol) in 10 mL of dichloromethane is treated with 1-hydroxy-7-azabenzotriazole (89 mg, 0.654 mmol) and 1-(3-dimethylaminopropyl)-3-ethylcarbodiimide hydrochloride (170 mg, 0.886 mmol) at RT. After stirring for 30 min, O-tritylhydroxylamine (489 mg, 1.776 mmol) is added, and the reaction is stirred for 16 h. The m...